From a dataset of the Open Reaction Database (ORD), a public repository of structured organic reaction records. describe an organic reaction: reactants, conditions, products, and yield The reactants are CC(C)=O, O=C1Nc2ccccc2C1=CNc1ccc(OCCCCl)cc1, [I-], [Na+]. Product: O=C1Nc2ccccc2C1=CNc1ccc(OCCCI)cc1. Reaction SMILES: [CH3:26][C:27](=[O:28])[CH3:29].[Cl:1][CH2:2][CH2:3][CH2:4][O:5][c:6]1[cH:7][cH:8][c:9]([NH:12][CH:13]=[C:14]2[C:15](=[O:23])[NH:16][c:17]3[cH:18][cH:19][cH:20][cH:21][c:22]32)[cH:10][cH:11]1.[I-:24].[Na+:25]>>[CH2:2]([CH2:3][CH2:4][O:5][c:6]1[cH:7][cH:8][c:9]([NH:12][CH:13]=[C:14]2[C:15](=[O:23])[NH:16][c:17]3[cH:18][cH:19][cH:20][cH:21][c:22]32)[cH:10][cH:11]1)[I:24]. Starting materials: CCCc1c(Cc2ccc(-c3ccccc3-c3noc(=O)[nH]3)cc2)c(=O)n(CC(C)=O)c2nc(C)nn12, CCOC(C)=O, Cl, Cl, CC(C)ON, O, c1ccncc1. The product is CCCc1c(Cc2ccc(-c3ccccc3-c3noc(=O)[nH]3)cc2)c(=O)n(CC(C)=NOC(C)C)c2nc(C)nn12. As a reaction SMILES: [CH3:1][c:2]1[n:3][n:4]2[c:5]([n:6]([CH2:33][C:34]([CH3:35])=[O:36])[c:7](=[O:32])[c:8]([CH2:13][c:14]3[cH:15][cH:16][c:17](-[c:20]4[c:21](-[c:26]5[n:27][o:28][c:29](=[O:31])[nH:30]5)[cH:22][cH:23][cH:24][cH:25]4)[cH:18][cH:19]3)[c:9]2[CH2:10][CH2:11][CH3:12])[n:37]1.[CH3:52][CH2:53][O:54][C:55](=[O:56])[CH3:57].[ClH:38].[ClH:50].[NH2:39][O:40][CH:41]([CH3:42])[CH3:43].[OH2:51].[cH:44]1[cH:45][cH:46][n:47][cH:48][cH:49]1>>[CH3:1][c:2]1[n:3][n:4]2[c:5]([n:6]([CH2:33][C:34]([CH3:35])=[N:39][O:40][CH:41]([CH3:42])[CH3:43])[c:7](=[O:32])[c:8]([CH2:13][c:14]3[cH:15][cH:16][c:17](-[c:20]4[c:21](-[c:26]5[n:27][o:28][c:29](=[O:31])[nH:30]5)[cH:22][cH:23][cH:24][cH:25]4)[cH:18][cH:19]3)[c:9]2[CH2:10][CH2:11][CH3:12])[n:37]1. Starting materials: C(C)(C)N(C(C)C)C(N(C(C)C)C(C)C)OP([O-])N (bis (N,N-diisopropylamino)methylphosphoramidite), N1N=NN=C1 (1H-tetrazole), C(C)#N (acetonitrile), NC1=NC(=C2N=CN(C2=N1)[C@H]1[C@]([C@@H]([C@H](O1)CO)O)(C)F)N1CCC1 ((2R,3R,4R,5R)-5-(2-amino-6-(azetidin-1-yl)-9H-purin-9-yl)-4-fluoro-2-(hydroxymethyl)-4-methyltetrahydrofuran-3-ol). The solvent is N1=CC=CC=C1 (pyridine). Run at time 17 hour. Yields the product C(C)N(C1=C2N=CN(C2=NC(=N1)N)[C@H]1[C@]([C@@H]2OP(OC[C@H]2O1)OC)(C)F)CC (N6,N6-Diethyl-9-((4aR,6R,7R,7aR)-7-fluoro-2-methoxy-7-methyl-tetrahydro-furo[3,2-d][1,3,2]dioxaphosphinin-6-yl)-9H-purine-2,6-diamine). Yield: 12.0%. As a reaction SMILES: [NH2:1][C:2]1[N:10]=[C:9]2[C:5]([N:6]=[CH:7][N:8]2[C@@H:11]2[O:15][C@H:14]([CH2:16][OH:17])[C@@H:13]([OH:18])[C@:12]2([F:20])[CH3:19])=[C:4]([N:21]2[CH2:24][CH2:23][CH2:22]2)[N:3]=1.N1C=NN=N1.[C:30](#N)C.C(N([CH:40]([O:48][P:49](N)[O-])N(C(C)C)C(C)C)C(C)C)(C)C>N1C=CC=CC=1>[CH2:24]([N:21]([CH2:22][CH3:30])[C:4]1[N:3]=[C:2]([NH2:1])[N:10]=[C:9]2[C:5]=1[N:6]=[CH:7][N:8]2[C@@H:11]1[O:15][C@H:14]2[C@@H:13]([O:18][P:49]([O:48][CH3:40])[O:17][CH2:16]2)[C@:12]1([F:20])[CH3:19])[CH3:23]. Reported procedure: (2R,3R,4R,5R)-5-(2-Amino-6-azetidin-1-yl-purin-9-yl)-4-fluoro-2-hydroxymethyl-4-methyl-tetrahydro-furan-3-ol (8, 340 mg, 1.0 mmol) was dissolved in anhydrous pyridine (6 ml) at ambient temperature. A solution of 0.45 M 1H-tetrazole in acetonitrile (5.5 mL, 2.5 mmol) was added followed by bis (N,N-diisopropylamino)methylphosphoramidite (317 μL, 1.1 mmol). The mixture was stirred at ambient temperature for 17 h. The solvent was concentrated under reduced pressure and the residue was triturated wit... Product: BrC1=C(C=C(C=C1)F)N (2-Bromo-5-fluorobenzenamine). As a reaction SMILES: [Br:1][C:2]1[CH:7]=[CH:6][C:5]([F:8])=[CH:4][C:3]=1[N+:9]([O-])=O>CC(O)=O.CCO.[Fe]>[Br:1][C:2]1[CH:7]=[CH:6][C:5]([F:8])=[CH:4][C:3]=1[NH2:9] |f:1.2|. The reactants are BrC1=C(C=C(C=C1)F)[N+](=O)[O-] (1-bromo-4-fluoro-2-nitrobenzene). Procedure: To a solution of 1-bromo-4-fluoro-2-nitrobenzene (5.0 g, 22.7 mmol) in HOAc/EtOH (20 mL/20 mL) was added iron powder in one portion at room temperature. The mixture was bubbled with N2 for 5 min, and then refluxed for 2 hrs. Partial of the solvents were removed on rotary vacuum, then the residue was partitioned between aqueous NaOH (10N, 200 mL) and Et2O (200 mL). After separation, the organic phase was washed with H2O (50 mL), brine (50 mL), dried on MgSO4, and concentrated on rotary vacuum to ... The solvent is CC(=O)O.CCO (HOAc EtOH). The reagents and catalysts are [Fe] (iron). Starting materials: CCN1CCCC1CN, COC(=O)c1cc(S(N)(=O)=O)c(OC)c2c1OCCO2, CC(=O)O, O, OCCO. The product is CCN1CCCC1CNC(=O)c1cc(S(N)(=O)=O)c(OC)c2c1OCCO2. As a reaction SMILES: [CH2:25]([CH3:26])[N:27]1[CH:28]([CH2:32][NH2:33])[CH2:29][CH2:30][CH2:31]1.[CH3:1][O:2][C:3](=[O:4])[c:5]1[cH:6][c:7]([S:17]([NH2:18])(=[O:19])=[O:20])[c:8]([O:15][CH3:16])[c:9]2[c:14]1[O:13][CH2:12][CH2:11][O:10]2.[CH3:35][C:36](=[O:37])[OH:38].[OH2:34].[OH:21][CH2:22][CH2:23][OH:24]>>[C:3](=[O:4])([c:5]1[cH:6][c:7]([S:17]([NH2:18])(=[O:19])=[O:20])[c:8]([O:15][CH3:16])[c:9]2[c:14]1[O:13][CH2:12][CH2:11][O:10]2)[NH:33][CH2:32][CH:28]1[N:27]([CH2:25][CH3:26])[CH2:31][CH2:30][CH2:29]1.